From a dataset of the Open Reaction Database (ORD), a public repository of structured organic reaction records. describe an organic reaction: reactants, conditions, products, and yield Reactants: N(=NC(=O)OCC)C(=O)OCC (Diethyl azodicarboxylate), C(CCCCCCCCC=C)O (10-undecene-1-ol), C1(=CC=CC=C1)P(C1=CC=CC=C1)C1=CC=CC=C1 (triphenylphosphine), C1(C=2C(C(N1)=O)=CC=CC2)=O (phthalimide). Solvent: O1CCCC1 (THF), O1CCCC1 (tetrahydrofuran). Product: C1(C=2C(C(N1CCCCCCCCCC=C)=O)=CC=CC2)=O (1-phthalimidylundec-10-ene). RXN SMILES: [CH2:1](O)[CH2:2][CH2:3][CH2:4][CH2:5][CH2:6][CH2:7][CH2:8][CH2:9][CH:10]=[CH2:11].C1(P(C2C=CC=CC=2)C2C=CC=CC=2)C=CC=CC=1.[C:32]1(=[O:42])[NH:36][C:35](=[O:37])[C:34]2=[CH:38][CH:39]=[CH:40][CH:41]=[C:33]12.N(C(OCC)=O)=NC(OCC)=O>O1CCCC1>[C:32]1(=[O:42])[N:36]([CH2:1][CH2:2][CH2:3][CH2:4][CH2:5][CH2:6][CH2:7][CH2:8][CH2:9][CH:10]=[CH2:11])[C:35](=[O:37])[C:34]2=[CH:38][CH:39]=[CH:40][CH:41]=[C:33]12. Procedure: A mixture of 10-undecene-1-ol (5.00 g, 29.36 mmol, 1 equiv), triphenylphosphine (7.70 g, 29.36 mmol, 1 equiv) and phthalimide (4.32 g, 29.36 mmol, 1 equiv) in dry tetrahydrofuran (THF, 30 mL) was stirred vigorously under argon. Diethyl azodicarboxylate (DEAD, 5.11 g, 29.36 mmol, 1 equiv) was diluted with THF (12 mL) and added dropwise by syringe. After the addition, the reaction was stirred at room temperature for 4 hours. The solvent was evaporated under vacuum and ether (30 mL) was added to pr... Starting materials: CC1=C(NC2=C1C(N(CC2)CCN2CCCCC2)=O)C=O (3-methyl-4-oxo-5-(2-piperidin-1-yl-ethyl)-4,5,6,7-tetrahydro-1H-pyrrolo[3,2-c]pyridine-2-carbaldehyde), O=C1NC2=CC=C(C=C2C1)NC=O (N-(2-oxo-2,3-dihydro-1H-indol-5-yl)-formamide). Yields the product CC1=C(NC2=C1C(N(CC2)CCN2CCCCC2)=O)C=C2C(NC1=CC=C(C=C21)NC=O)=O (N-{3-[3-methyl-4-oxo-5-(2-piperidin-1-yl-ethyl)-4,5,6,7-tetrahydro-1H-pyrrolo[3,2-c]pyridin-2-ylmethylene]-2-oxo-2,3-dihydro-1H-indol-5-yl}-formamide). Isolated yield 78.7%. RXN SMILES: [CH3:1][C:2]1[C:6]2[C:7](=[O:19])[N:8]([CH2:11][CH2:12][N:13]3[CH2:18][CH2:17][CH2:16][CH2:15][CH2:14]3)[CH2:9][CH2:10][C:5]=2[NH:4][C:3]=1[CH:20]=O.[O:22]=[C:23]1[CH2:31][C:30]2[C:25](=[CH:26][CH:27]=[C:28]([NH:32][CH:33]=[O:34])[CH:29]=2)[NH:24]1>>[CH3:1][C:2]1[C:6]2[C:7](=[O:19])[N:8]([CH2:11][CH2:12][N:13]3[CH2:14][CH2:15][CH2:16][CH2:17][CH2:18]3)[CH2:9][CH2:10][C:5]=2[NH:4][C:3]=1[CH:20]=[C:31]1[C:30]2[C:25](=[CH:26][CH:27]=[C:28]([NH:32][CH:33]=[O:34])[CH:29]=2)[NH:24][C:23]1=[O:22]. Procedure details: The title compound was prepared under the same conditions as described in Example 25 with 3-methyl-4-oxo-5-(2-piperidin-1-yl-ethyl)-4,5,6,7-tetrahydro-1H-pyrrolo[3,2-c]pyridine-2-carbaldehyde and N-(2-oxo-2,3-dihydro-1H-indol-5-yl)-formamide as starting materials to give N-{3-[3-methyl-4-oxo-5-(2-piperidin-1-yl-ethyl)-4,5,6,7-tetrahydro-1H-pyrrolo[3,2-c]pyridin-2-ylmethylene]-2-oxo-2,3-dihydro-1H-indol-5-yl}-formamide (34 mg, 78.7%) as a red solid. Run in C1(=CC=CC=C1)C (toluene). The product is ClC=1C=C(CN2N=C(C3=C(C2=O)C(=C2N3CCN(C2=O)C)O)N2C(=CC=C2C)C)C=CC1F (2-(3-Chloro-4-fluorobenzyl)-10-hydroxy-4-(2,5-dimethyl-1H-pyrrol-yl)-8-methyl-7,8-dihydropyrazino[1′,2′:1,5]pyrrolo[2,3-d]pyridazine-1,9(2H,6H)-dione). Reactants: NC1=NN(C(C2=C1N1C(=C2OC)C(N(CC1)C)=O)=O)CC1=CC(=C(C=C1)F)Cl (4-amino-2-(3-chloro-4-fluorobenzyl)-10-methoxy-8-methyl-7,8-dihydropyrazino[1′,2′:1,5]pyrrolo[2,3-d]pyridazine-1,9(2H,6H)-dione), CC(CCC(C)=O)=O (hexan-2,5-dione), C=1(C(=CC=CC1)S(=O)(=O)O)C (toluenesulfonic acid). Reaction SMILES: [NH2:1][C:2]1[C:7]2[N:8]3[CH2:16][CH2:15][N:14]([CH3:17])[C:13](=[O:18])[C:9]3=[C:10]([O:11]C)[C:6]=2[C:5](=[O:19])[N:4]([CH2:20][C:21]2[CH:26]=[CH:25][C:24]([F:27])=[C:23]([Cl:28])[CH:22]=2)[N:3]=1.[CH3:29][C:30](=O)[CH2:31][CH2:32][C:33](=O)[CH3:34].C1(C)C(S(O)(=O)=O)=CC=CC=1>C1(C)C=CC=CC=1>[Cl:28][C:23]1[CH:22]=[C:21]([CH:26]=[CH:25][C:24]=1[F:27])[CH2:20][N:4]1[C:5](=[O:19])[C:6]2[C:10]([OH:11])=[C:9]3[C:13](=[O:18])[N:14]([CH3:17])[CH2:15][CH2:16][N:8]3[C:7]=2[C:2]([N:1]2[C:33]([CH3:34])=[CH:32][CH:31]=[C:30]2[CH3:29])=[N:3]1. Procedure: A mixture of 4-amino-2-(3-chloro-4-fluorobenzyl)-10-methoxy-8-methyl-7,8-dihydropyrazino[1′,2′:1,5]pyrrolo[2,3-d]pyridazine-1,9(2H,6H)-dione (100 mg, 246 μmol), hexan-2,5-dione (34 mg, 296 μmol), and toluenesulfonic acid (catalytic amount) in toluene (2 mL) was heated in a sealed tube in an oil bath at 120° C. for one hour. The product mixture was concentrated under vacuum. The residue was partitioned between dichloromethane and aqueous sodium bicarbonate. The organic extract was washed with bri... Reaction conditions: temperature 120 celsius. Reported procedure: 18.5 g of 8-benzenesulfonyloxy-6,7-dihydro-1-oxo-1H,5H-benzo[ij]quinolizine-2-carboxylic acid and 12.9 g of piperazine were added to 200 ml of anhydrous dimethyl sulfoxide and the mixture was heated in an autoclave under flow of nitrogen at 10 atm. at a temperature of 160° to 170° C. for 20 hours while stirring. Treatment in the same manner as in Example 15 gave 1.5 g of 8-(1-piperazinyl)-6,7-dihydro-1-oxo-1H,5H-benzo[ij]quinolizine-2-carboxylic acid as white needles having a melting point of 26... The reactants are C1(=CC=CC=C1)S(=O)(=O)OC1=CC=C2C(C(=CN3CCCC1=C23)C(=O)O)=O (8-benzenesulfonyloxy-6,7-dihydro-1-oxo-1H,5H-benzo[ij]quinolizine-2-carboxylic acid), N1CCNCC1 (piperazine). Reaction SMILES: C1(S(O[C:11]2[C:22]3=[C:23]4[N:18]([CH2:19][CH2:20][CH2:21]3)[CH:17]=[C:16]([C:24]([OH:26])=[O:25])[C:15](=[O:27])[C:14]4=[CH:13][CH:12]=2)(=O)=O)C=CC=CC=1.[NH:28]1[CH2:33][CH2:32][NH:31][CH2:30][CH2:29]1>CS(C)=O>[N:28]1([C:11]2[C:22]3=[C:23]4[N:18]([CH2:19][CH2:20][CH2:21]3)[CH:17]=[C:16]([C:24]([OH:26])=[O:25])[C:15](=[O:27])[C:14]4=[CH:13][CH:12]=2)[CH2:33][CH2:32][NH:31][CH2:30][CH2:29]1. Solvent: CS(=O)C (dimethyl sulfoxide). Product: N1(CCNCC1)C1=CC=C2C(C(=CN3CCCC1=C23)C(=O)O)=O (8-(1-piperazinyl)-6,7-dihydro-1-oxo-1H,5H-benzo[ij]quinolizine-2-carboxylic acid). The yield is 10.0%. RXN SMILES: [OH:1][CH2:2][CH2:3][O:4][C:5]([CH3:32])([CH3:31])[CH2:6][S:7][CH2:8][C:9]1[C:14]([CH3:15])=[C:13]([O:16][CH3:17])[CH:12]=[CH:11][N+:10]=1[C:18]1[NH:19][C:20]2[CH:26]=[C:25]([C:27]([F:30])([F:29])[F:28])[CH:24]=[CH:23][C:21]=2[N:22]=1.[CH3:33][S:34]([OH:37])(=[O:36])=[O:35]>CO>[CH3:33][S:34]([O-:37])(=[O:36])=[O:35].[OH:1][CH2:2][CH2:3][O:4][C:5]([CH3:32])([CH3:31])[CH2:6][S:7][CH2:8][C:9]1[C:14]([CH3:15])=[C:13]([O:16][CH3:17])[CH:12]=[CH:11][N+:10]=1[C:18]1[NH:19][C:20]2[CH:26]=[C:25]([C:27]([F:28])([F:30])[F:29])[CH:24]=[CH:23][C:21]=2[N:22]=1 |f:3.4|. Solvent: CO (methanol). The reactants are OCCOC(CSCC1=[N+](C=CC(=C1C)OC)C=1NC2=C(N1)C=CC(=C2)C(F)(F)F)(C)C (2-[[[2-(2-hydroxyethoxy)-2-methylpropyl]thio]methyl]-4-methoxy-3-methyl-1-[5-(trifluoromethyl)-2-benzimdazolyl]pyridinium), CS(=O)(=O)O (methanesulfonic acid). The product is CS(=O)(=O)[O-].OCCOC(CSCC1=[N+](C=CC(=C1C)OC)C=1NC2=C(N1)C=CC(=C2)C(F)(F)F)(C)C (2-[[[2-(2-hydroxyethoxy)-2-methylpropyl]thio]methyl]-4-methoxy-3-methyl-1-[5-(trifluoromethyl)-2-benzimidazolyl]pyridinium methanesulfonate). Procedure: 370 mg of intramolecularly deprotonized 2-[[[2-(2-hydroxyethoxy)-2-methylpropyl]thio]methyl]-4-methoxy-3-methyl-1-[5-(trifluoromethyl)-2-benzimdazolyl]pyridinium cation were dissolved in methanol, whereupon 100 mg of methanesulfonic acid were added thereto, the solution was concentrated and the residue was crystallized from ether/ethyl acetate. The 2-[[[2-(2-hydroxyethoxy)-2-methylpropyl]thio]methyl]-4-methoxy-3-methyl-1-[5-(trifluoromethyl)-2-benzimidazolyl]pyridinium methanesulfonate obtained ... Starting materials: ON=C(N)[C@H]1O[C@H]([C@@H]2OC(O[C@@H]21)(C)C)OC ((3aR,4R,6R,6aR)-N′-hydroxy-6-methoxy-2,2-dimethyl tetrahydrofuro[3,4-d][1,3]dioxole-4-carboximidamide), C(CC)(=O)O (propionic acid), Cl.CN(CCCN=C=NCC)C (1-(3-dimethylaminopropyl)-3-ethylcarbodiimide hydrochloride). Run in COCCOCCOC (diethylene glycol dimethyl ether). Run at temperature 60 celsius. Yields the product CO[C@@H]1O[C@@H]([C@@H]2[C@H]1OC(O2)(C)C)C2=NOC(=N2)CC (3-[(3aR,4R,6R,6aR)-6-Methoxy-2,2-dimethyltetrahydrofuro[3,4-d][1,3]dioxol-4-yl]-5-ethyl-1,2,4-oxadiazole). The yield is 67.9%. RXN SMILES: [OH:1][N:2]=[C:3]([C@@H:5]1[C@@H:12]2[C@@H:8]([O:9][C:10]([CH3:14])([CH3:13])[O:11]2)[C@H:7]([O:15][CH3:16])[O:6]1)[NH2:4].[C:17](O)(=O)[CH2:18][CH3:19].Cl.CN(C)CCCN=C=NCC>COCCOCCOC>[CH3:16][O:15][C@H:7]1[C@@H:8]2[O:9][C:10]([CH3:13])([CH3:14])[O:11][C@@H:12]2[C@@H:5]([C:3]2[N:4]=[C:17]([CH2:18][CH3:19])[O:1][N:2]=2)[O:6]1 |f:2.3|. Procedure details: A solution of (3aR,4R,6R,6aR)-N′-hydroxy-6-methoxy-2,2-dimethyl tetrahydrofuro[3,4-d][1,3]dioxole-4-carboximidamide (Preparation 35) (1.1 g, 4.74 mmol), propionic acid (0.39 g, 5.27 mmol) and 1-(3-dimethylaminopropyl)-3-ethylcarbodiimide hydrochloride (1.1 g, 5.74 mmol) in diethylene glycol dimethyl ether (10 ml) was heated under reflux at 60° C. for twelve hours and then heated at 110° C. for a further 3 hours. The solvent was evaporated under reduced pressure and the residue was partitioned be... Reactants: Cc1ccccc1NC(=O)CCl, CN(C)C=O, [Na+], [Na+], O=C([O-])[O-], O, c1ccc(N2CCNCC2)nc1. The product is Cc1ccccc1NC(=O)CN1CCN(c2ccccn2)CC1. As a reaction SMILES: [CH3:13][c:14]1[c:15]([NH:20][C:21]([CH2:22][Cl:23])=[O:24])[cH:16][cH:17][cH:18][cH:19]1.[CH3:32][N:33]([CH3:34])[CH:35]=[O:36].[Na+:25].[Na+:26].[O-:27][C:28](=[O:29])[O-:30].[OH2:31].[n:1]1[c:2]([N:7]2[CH2:8][CH2:9][NH:10][CH2:11][CH2:12]2)[cH:3][cH:4][cH:5][cH:6]1>>[n:1]1[c:2]([N:7]2[CH2:8][CH2:9][N:10]([CH2:22][C:21]([NH:20][c:15]3[c:14]([CH3:13])[cH:19][cH:18][cH:17][cH:16]3)=[O:24])[CH2:11][CH2:12]2)[cH:3][cH:4][cH:5][cH:6]1. Reactants: CC(C)(C)OC(=O)NC1CCC(Nc2nc(NC3CCN(Cc4ccccc4)CC3)c3ncn(C4C=CCC4)c3n2)CC1, CO, O=C[O-], [NH4+], O. Yields the product CC(C)(C)OC(=O)NC1CCC(Nc2nc(NC3CCNCC3)c3ncn(C4C=CCC4)c3n2)CC1. RXN SMILES: [C:1]([CH3:2])([CH3:3])([CH3:4])[O:5][C:6]([NH:7][CH:8]1[CH2:9][CH2:10][CH:11]([NH:14][c:15]2[n:16][c:17]([NH:29][CH:30]3[CH2:31][CH2:32][N:33]([CH2:36][c:37]4[cH:38][cH:39][cH:40][cH:41][cH:42]4)[CH2:34][CH2:35]3)[c:18]3[n:19][cH:20][n:21]([CH:24]4[CH:25]=[CH:26][CH2:27][CH2:28]4)[c:22]3[n:23]2)[CH2:12][CH2:13]1)=[O:43].[CH3:48][OH:49].[CH:44]([O-:45])=[O:46].[NH4+:47].[OH2:50]>>[C:1]([CH3:2])([CH3:3])([CH3:4])[O:5][C:6]([NH:7][CH:8]1[CH2:9][CH2:10][CH:11]([NH:14][c:15]2[n:16][c:17]([NH:29][CH:30]3[CH2:31][CH2:32][NH:33][CH2:34][CH2:35]3)[c:18]3[n:19][cH:20][n:21]([CH:24]4[CH:25]=[CH:26][CH2:27][CH2:28]4)[c:22]3[n:23]2)[CH2:12][CH2:13]1)=[O:43].